describe an organic reaction: reactants, conditions, products, and yield From a dataset of the Open Reaction Database (ORD), a public repository of structured organic reaction records. The reactants are BrC1=C2N=CNC2=NC=N1 (6-bromo-9H-purine), NC(C)C1=CC(=C(C(=C1C1=CC(=CC=C1)F)NC(C)=O)C)Cl (N-[6-(1-aminoethyl)-4-chloro-3′-fluoro-3-methylbiphenyl-2-yl]acetamide), C(C)(C)N(C(C)C)CC (N,N-diisopropylethylamine). The solvent is C(C)(C)O (isopropyl alcohol). Conditions: temperature 90 celsius. The product is ClC1=C(C(=C(C(=C1)C(C)NC1=C2N=CNC2=NC=N1)C1=CC(=CC=C1)F)NC(C)=O)C (N-{4-chloro-3′-fluoro-3-methyl-6-[1-(9H-purin-6-ylamino)ethyl]biphenyl-2-yl}acetamide). RXN SMILES: Br[C:2]1[N:10]=[CH:9][N:8]=[C:7]2[C:3]=1[N:4]=[CH:5][NH:6]2.[NH2:11][CH:12]([C:14]1[C:19]([C:20]2[CH:25]=[CH:24][CH:23]=[C:22]([F:26])[CH:21]=2)=[C:18]([NH:27][C:28](=[O:30])[CH3:29])[C:17]([CH3:31])=[C:16]([Cl:32])[CH:15]=1)[CH3:13].C(N(CC)C(C)C)(C)C>C(O)(C)C>[Cl:32][C:16]1[CH:15]=[C:14]([CH:12]([NH:11][C:2]2[N:10]=[CH:9][N:8]=[C:7]3[C:3]=2[N:4]=[CH:5][NH:6]3)[CH3:13])[C:19]([C:20]2[CH:25]=[CH:24][CH:23]=[C:22]([F:26])[CH:21]=2)=[C:18]([NH:27][C:28](=[O:30])[CH3:29])[C:17]=1[CH3:31]. Procedure: A mixture of 6-bromo-9H-purine (22 mg, 0.11 mmol), N-[6-(1-aminoethyl)-4-chloro-3′-fluoro-3-methylbiphenyl-2-yl]acetamide (32 mg, 0.10 mmol), and N,N-diisopropylethylamine (0.035 mL, 0.20 mmol) in isopropyl alcohol (0.4 mL) was heated at 90° C. under nitrogen overnight. The mixture was evaporated and the resulting mixture was purified on RP-HPLC (XBridge C18 Column, eluting with a gradient of acetonitrile in water with 0.2% ammonium hydroxide, at flow rate of 30 mL/min) to give the desired produ... Reactants: C(C)C1(OCCC2=C1NC1=C(C=CC=C21)CC)CC(=O)O ((1,8-diethyl-1,3,4,9-tetrahydro-pyrano[3,4-b]indol-1-yl)-acetic acid), [H-].[Na+] (sodium hydride), C(C1=CC=CC=C1)Br (benzyl bromide). Solvent: O1CCCC1 (tetrahydrofuran). Conditions: temperature 50 celsius, time 2 hour. Product: C(C1=CC=CC=C1)N1C2=C(C3=CC=CC(=C13)CC)CCOC2(CC)CC(=O)O ((9-Benzyl-1,8-diethyl-1,3,4,9-tetrahydro-pyrano[3,4-b]indol-1-yl)-acetic acid). Isolated yield 71.5%. Reaction SMILES: [CH2:1]([C:3]1([CH2:18][C:19]([OH:21])=[O:20])[C:8]2[NH:9][C:10]3[C:15]([C:7]=2[CH2:6][CH2:5][O:4]1)=[CH:14][CH:13]=[CH:12][C:11]=3[CH2:16][CH3:17])[CH3:2].[H-].[Na+].[CH2:24](Br)[C:25]1[CH:30]=[CH:29][CH:28]=[CH:27][CH:26]=1>O1CCCC1>[CH2:24]([N:9]1[C:10]2[C:15](=[CH:14][CH:13]=[CH:12][C:11]=2[CH2:16][CH3:17])[C:7]2[CH2:6][CH2:5][O:4][C:3]([CH2:18][C:19]([OH:21])=[O:20])([CH2:1][CH3:2])[C:8]1=2)[C:25]1[CH:30]=[CH:29][CH:28]=[CH:27][CH:26]=1 |f:1.2|. Reported procedure: To a solution of (1,8-diethyl-1,3,4,9-tetrahydro-pyrano[3,4-b]indol-1-yl)-acetic acid (0.51 g, 1.8 mmol) in tetrahydrofuran at room temperature was added sodium hydride (60% dispersion in mineral oil, 0.4 g). After being heated at 50° C. for 2 hours, benzyl bromide (0.6 g, 3.5 mmol) was added and the solution was stirred for another 2 hours. It was quenched with ethyl acetate and washed with water. The ethyl acetate layer was dried over magnesium sulfate and evaporated to dryness. Flash chromato... Starting materials: C(C)OC(=O)C1CCC=2NC3=CC=C(C=C3C2C1)F (6-Fluoro-2,3,4,9-tetrahydro-1H-carbazole-3-carboxylic acid ethyl ester), C(C)OC(=O)C1CCC=2NC3=CC=C(C=C3C2C1)F (6-Fluoro-2,3,4,9-tetrahydro-1H-carbazole-3-carboxylic acid ethyl ester), ice, C1(=CC=C(C=C1)S(=O)(=O)Cl)C (para-toluenesulfonyl chloride). Run in N1=CC=CC=C1 (pyridine), N1=CC=CC=C1 (pyridine). Reaction conditions: time 1 hour. Yields the product FC=1C=C2C=3CC(CCC3NC2=CC1)COS(=O)(=O)C1=CC=C(C=C1)C (Toluene-4-sulfonic acid 6-fluoro-2,3,4,9-tetrahydro-1H-carbazol-3-yl-methyl ester). As a reaction SMILES: C(O[C:4]([CH:6]1[CH2:18][C:17]2[C:16]3[C:11](=[CH:12][CH:13]=[C:14]([F:19])[CH:15]=3)[NH:10][C:9]=2[CH2:8][CH2:7]1)=[O:5])C.[C:20]1([CH3:30])[CH:25]=[CH:24][C:23]([S:26](Cl)(=[O:28])=[O:27])=[CH:22][CH:21]=1>N1C=CC=CC=1>[F:19][C:14]1[CH:15]=[C:16]2[C:11](=[CH:12][CH:13]=1)[NH:10][C:9]1[CH2:8][CH2:7][CH:6]([CH2:4][O:5][S:26]([C:23]3[CH:24]=[CH:25][C:20]([CH3:30])=[CH:21][CH:22]=3)(=[O:28])=[O:27])[CH2:18][C:17]2=1. Procedure details: A solution of (6-fluoro-2,3,4,9-tetrahydro-1H-carbazol-3-yl)methanol (compound IV of Example 2) (5.975 g, 0.0272 mol) in anhydrous pyridine (15 mL) was cooled in ice bath and treated dropwise under vigorous stirring with an ice cold solution of para-toluenesulfonyl chloride (6.17 g) in anhydrous pyridine (10 mL). After stirring for one hour in the cold, the mixture was placed overnight in the refrigerator. It was then quenched with water (100 mL) under stirring and cooling. After 30 minutes the ... Starting materials: OC=1C=C2C(=CN=C(C2=CC1OC)CC1=CC(=CC=C1)OCC)C=O (6-hydroxy-7-methoxy-1-(3-ethoxy-benzyl)-isoquinoline-4-carbaldehyde), C([O-])([O-])=O.[K+].[K+] (potassium carbonate), BrCCO (2-bromoethanol). Run in CN(C=O)C (N,N-dimethylformamide). Reaction conditions: temperature 85 celsius. Yields the product C(C)OC=1C=C(CC2=NC=C(C3=CC(=C(C=C23)OC)OCCO)C=O)C=CC1 (1-(3-ethoxy-benzyl)-6-(2-hydroxy-ethoxy)-7-methoxy-isoquinoline-4-carbaldehyde). Isolated yield 51.4%. As a reaction SMILES: [OH:1][C:2]1[CH:3]=[C:4]2[C:9](=[CH:10][C:11]=1[O:12][CH3:13])[C:8]([CH2:14][C:15]1[CH:20]=[CH:19][CH:18]=[C:17]([O:21][CH2:22][CH3:23])[CH:16]=1)=[N:7][CH:6]=[C:5]2[CH:24]=[O:25].C(=O)([O-])[O-].[K+].[K+].Br[CH2:33][CH2:34][OH:35]>CN(C)C=O>[CH2:22]([O:21][C:17]1[CH:16]=[C:15]([CH:20]=[CH:19][CH:18]=1)[CH2:14][C:8]1[C:9]2[C:4](=[CH:3][C:2]([O:1][CH2:33][CH2:34][OH:35])=[C:11]([O:12][CH3:13])[CH:10]=2)[C:5]([CH:24]=[O:25])=[CH:6][N:7]=1)[CH3:23] |f:1.2.3|. Procedure details: To a stirred solution of 6-hydroxy-7-methoxy-1-(3-ethoxy-benzyl)-isoquinoline-4-carbaldehyde (90 mg, 0.255 mmol) in N,N-dimethylformamide (2 mL) was added potassium carbonate (234 mg, 2.55 mmol) and 2-bromoethanol (0.090 mL, 1.27 mmol) at room temperature. The reaction mixture was heated 85° C. for 2 hrs. The solvent was evaporated and the residue was purified on a flash chromatography (Merck Silica gel 60, 70–230 mesh, 50% ethyl acetate/hexane) to afford product 1-(3-ethoxy-benzyl)-6-(2-hydroxy... The reactants are N1=CNC2=C1C=CC(=C2)C(=O)NN (benzimidazol-5-carbohydrazide), FC(C1=CC=C(C=C1)CCC(=O)O)(F)F (3-(4-trifluoromethylphenyl)propionic acid). Product: FC(C1=CC=C(CCC2=NN=C(O2)C2=CC3=C(NC=N3)C=C2)C=C1)(F)F (5-(5-(4-(Trifluoromethyl)phenethyl)-1,3,4-oxadiazol-2-yl)-1H-benzo[d]imidazole). As a reaction SMILES: [N:1]1[C:5]2[CH:6]=[CH:7][C:8]([C:10]([NH:12][NH2:13])=[O:11])=[CH:9][C:4]=2[NH:3][CH:2]=1.[F:14][C:15]([F:28])([F:27])[C:16]1[CH:21]=[CH:20][C:19]([CH2:22][CH2:23][C:24](O)=O)=[CH:18][CH:17]=1>>[F:14][C:15]([F:27])([F:28])[C:16]1[CH:21]=[CH:20][C:19]([CH2:22][CH2:23][C:24]2[O:11][C:10]([C:8]3[CH:7]=[CH:6][C:5]4[NH:1][CH:2]=[N:3][C:4]=4[CH:9]=3)=[N:12][N:13]=2)=[CH:18][CH:17]=1. Procedure: The compound was synthesized starting from benzimidazol-5-carbohydrazide (176 mg, 1 mmol) and 3-(4-trifluoromethylphenyl)propionic acid (218 mg; 1 mmol) as described in method 2; yield: 0.043 mg (12.0%); MS m/z: 359.2 [M+H]+; 1H-NMR (DMSO d6, 400 MHz): δ 3.21-3.25 (m, 2H); 3.31-3.35 (m, 2H); 7.54-7.56 (m, 2H); 7.64-7.67 (m, 2H); 7.86 (d, 1H, 3J=8.7 Hz); 7.92 (dd, 1H, 4J=1.7 Hz, 3J=8.7 Hz); 8.24 (d, 1H, 4J=1.7 Hz); 8.87 (s, 1H); HPLC (METHOD [A]): rt 13.82 min (95.9%) Reactants: C(C)(C)(C)NC(C1=CN=C(C=C1)Cl)=O (N-tertbutyl-6-Chloronicotinamide), C1(CC1)NC(=O)C=1C=C(C(=C(C1)B(O)O)C)F ({5-[(cyclopropylamino)carbonyl]-3-fluoro-2-methylphenyl}boronic acid), C1(CC1)NC(=O)C=1C=C(C(=C(C1)B(O)O)C)F ({5-[(cyclopropylamino)carbonyl]-3-fluoro-2-methylphenyl}boronic acid), C(O)([O-])=O.[Na+] (sodium hydrogen carbonate). The reagents and catalysts are C=1C=CC(=CC1)[P](C=2C=CC=CC2)(C=3C=CC=CC3)[Pd]([P](C=4C=CC=CC4)(C=5C=CC=CC5)C=6C=CC=CC6)([P](C=7C=CC=CC7)(C=8C=CC=CC8)C=9C=CC=CC9)[P](C=1C=CC=CC1)(C=1C=CC=CC1)C=1C=CC=CC1 (tetrakis(triphenylphosphine)palladium). The solvent is CC(C)O (propan-2-ol). Reaction conditions: temperature 90 celsius. The product is C1(CC1)NC(=O)C=1C=C(C(=C(C1)C1=CC=C(C=N1)C(=O)NC(C)(C)C)C)F (6-{5-[(cyclopropylamino)carbonyl]-3-fluoro-2-methylphenyl}-N-(1,1-dimethylethyl)-3-pyridinecarboxamide). Reaction SMILES: [C:1]([NH:5][C:6](=[O:14])[C:7]1[CH:12]=[CH:11][C:10](Cl)=[N:9][CH:8]=1)([CH3:4])([CH3:3])[CH3:2].[CH:15]1([NH:18][C:19]([C:21]2[CH:22]=[C:23]([F:31])[C:24]([CH3:30])=[C:25](B(O)O)[CH:26]=2)=[O:20])[CH2:17][CH2:16]1.C(=O)([O-])O.[Na+]>CC(O)C.C1C=CC([P]([Pd]([P](C2C=CC=CC=2)(C2C=CC=CC=2)C2C=CC=CC=2)([P](C2C=CC=CC=2)(C2C=CC=CC=2)C2C=CC=CC=2)[P](C2C=CC=CC=2)(C2C=CC=CC=2)C2C=CC=CC=2)(C2C=CC=CC=2)C2C=CC=CC=2)=CC=1>[CH:15]1([NH:18][C:19]([C:21]2[CH:22]=[C:23]([F:31])[C:24]([CH3:30])=[C:25]([C:10]3[N:9]=[CH:8][C:7]([C:6]([NH:5][C:1]([CH3:4])([CH3:3])[CH3:2])=[O:14])=[CH:12][CH:11]=3)[CH:26]=2)=[O:20])[CH2:17][CH2:16]1 |f:2.3,^1:44,46,65,84|. Reported procedure: N-tertbutyl-6-Chloronicotinamide (100 mg), {5-[(cyclopropylamino)carbonyl]-3-fluoro-2-methylphenyl}boronic acid (Intermediate 6, 100 mg), tetrakis(triphenylphosphine)palladium (10 mg) and aqueous sodium hydrogen carbonate (4 ml) were mixed in propan-2-ol (8 ml) and heated at 90° C. under nitrogen for 18 hrs. The solvents were evaporated from the cooled reaction under vacuum and the residue dissolved as far as possible in ethylacetate. The solution was applied to an SPE (SCX, 10 g) and washed wit... Starting materials: C(C)(=O)OCC1N(C(CC1)(CO[Si](C)(C)C(C)(C)C)CO[Si](C)(C)C(C)(C)C)CC1=CC=CC=C1 ([1-benzyl-5,5-bis[[tert-butyl(dimethyl)silyl]oxymethyl]pyrrolidin-2-yl]methyl acetate). The reagents and catalysts are [OH-].[Pd+2].[OH-] (palladium hydroxide). The solvent is C(C)O (ethanol). Conditions: temperature 50 celsius, time 16 hour. The product is C(C)(=O)OCC1NC(CC1)(CO[Si](C)(C)C(C)(C)C)CO[Si](C)(C)C(C)(C)C ([5,5-bis[[tert-butyl(dimethyl)silyl]oxymethyl]pyrrolidin-2-yl]methyl acetate). Isolated yield 94.8%. RXN SMILES: [C:1]([O:4][CH2:5][CH:6]1[CH2:10][CH2:9][C:8]([CH2:20][O:21][Si:22]([C:25]([CH3:28])([CH3:27])[CH3:26])([CH3:24])[CH3:23])([CH2:11][O:12][Si:13]([C:16]([CH3:19])([CH3:18])[CH3:17])([CH3:15])[CH3:14])[N:7]1CC1C=CC=CC=1)(=[O:3])[CH3:2]>C(O)C.[OH-].[Pd+2].[OH-]>[C:1]([O:4][CH2:5][CH:6]1[CH2:10][CH2:9][C:8]([CH2:20][O:21][Si:22]([C:25]([CH3:28])([CH3:27])[CH3:26])([CH3:23])[CH3:24])([CH2:11][O:12][Si:13]([C:16]([CH3:18])([CH3:19])[CH3:17])([CH3:14])[CH3:15])[NH:7]1)(=[O:3])[CH3:2] |f:2.3.4|. Procedure details: The mixture of [1-benzyl-5,5-bis[[tert-butyl(dimethyl)silyl]oxymethyl]pyrrolidin-2-yl]methyl acetate 81e (5.7 g, 10.94 mmol) and 20% palladium hydroxide on active carbon (1 g) in ethanol (150 mL) was stirred at 50° C. under 2.5 Mpa of H2 pressure for 16 hours. Then the catalyst was filtered off and washed with ethyl acetate. The filtrate was concentrated in vacuo to afford [5,5-bis[[tert-butyl(dimethyl)silyl]oxymethyl]pyrrolidin-2-yl]methyl acetate 81f (4.48 g, 95%) which was used for next step ... The reactants are C(C)(C)(C)[Si](C)(C)OC(C=C)=CC1=CC=C(C=C1)F (tert-butyl{[1-(4-fluorobenzylidene)prop-2-en-1-yl]oxy}dimethylsilane), C(C)(C)(C)[Si](C)(C)O\C(\C=C)=C/C1=CC=C(C=C1)F (1Z-tert-butyl{[1-(4-fluorobenzylidene)prop-2-en-1-yl]oxy}dimethylsilane), C(\C=C\C(=O)OCC)(=O)OCC (diethyl (2E)-but-2-enedioate). Run in xylenes. Product: [Si](C)(C)(C(C)(C)C)OC=1C(C(C(CC1)C(=O)OCC)C(=O)OCC)C1=CC=C(C=C1)F (Diethyl 4-{[tert-butyl(dimethyl)silyl]oxy}-3-(4-fluorophenyl)cyclohex-4-ene-1,2-dicarboxylate). RXN SMILES: [C:1]([Si:5]([O:8][C:9](=[CH:12][C:13]1[CH:18]=[CH:17][C:16]([F:19])=[CH:15][CH:14]=1)[CH:10]=[CH2:11])([CH3:7])[CH3:6])([CH3:4])([CH3:3])[CH3:2].C([Si](O/C(=C\C1C=CC(F)=CC=1)/C=C)(C)C)(C)(C)C.[C:39]([O:48][CH2:49][CH3:50])(=[O:47])/[CH:40]=[CH:41]/[C:42]([O:44][CH2:45][CH3:46])=[O:43]>>[Si:5]([O:8][C:9]1[CH:12]([C:13]2[CH:18]=[CH:17][C:16]([F:19])=[CH:15][CH:14]=2)[CH:40]([C:39]([O:48][CH2:49][CH3:50])=[O:47])[CH:41]([C:42]([O:44][CH2:45][CH3:46])=[O:43])[CH2:11][CH:10]=1)([C:1]([CH3:2])([CH3:3])[CH3:4])([CH3:7])[CH3:6]. Procedure details: To a solution of 37 g (˜80% pure, 133.1 mmol, 1 equiv.) of 1E and 1Z-tert-butyl{[1-(4-fluorobenzylidene)prop-2-en-1-yl]oxy}dimethylsilane (Example 1, step C) and 17 mL (18 g, 104.6 mmol) diethyl (2E)-but-2-enedioate in 200 mL xylenes under nitrogen atmosphere was heated at 160° C. for 5 hr then cooled to RT. The solvent was evaporated under vacuum to give an oil which was used without further purification. The reactants are Cc1ccccc1, O=C(O)C1(C(=O)O)CCOCC1. The product is O=C(O)C1CCOCC1. Reaction SMILES: [CH3:13][c:14]1[cH:15][cH:16][cH:17][cH:18][cH:19]1.[O:1]1[CH2:2][CH2:3][C:4]([C:7](=[O:8])[OH:9])([C:10]([OH:11])=[O:12])[CH2:5][CH2:6]1>>[O:1]1[CH2:2][CH2:3][CH:4]([C:7](=[O:8])[OH:9])[CH2:5][CH2:6]1. Starting materials: BrC=1C=C(C#N)C=CC1OC (3-bromo-4-methoxybenzonitrile), C(C)[Sn](CC)(CC)CC (tetraethyltin), [Cl-].[Li+] (lithium chloride). Reagents/catalysts: [Pd].C(C)(C)(C)P(C(C)(C)C)C(C)(C)C.C(C)(C)(C)P(C(C)(C)C)C(C)(C)C (bis(tri-t-butylphosphine) palladium(0)). The solvent is CN(C)C=O (DMF). Run at temperature 135 celsius. The product is C(C)C=1C=C(C#N)C=CC1OC (3-ethyl-4-methoxybenzonitrile). Reaction SMILES: Br[C:2]1[CH:3]=[C:4]([CH:7]=[CH:8][C:9]=1[O:10][CH3:11])[C:5]#[N:6].[CH2:12]([Sn](CC)(CC)CC)[CH3:13].[Cl-].[Li+]>CN(C=O)C.[Pd].C(P(C(C)(C)C)C(C)(C)C)(C)(C)C.C(P(C(C)(C)C)C(C)(C)C)(C)(C)C>[CH2:12]([C:2]1[CH:3]=[C:4]([CH:7]=[CH:8][C:9]=1[O:10][CH3:11])[C:5]#[N:6])[CH3:13] |f:2.3,5.6.7|. Procedure details: To a solution of 3-bromo-4-methoxybenzonitrile (12-1, 0.3 g, 1.42 mmol) in DMF (14 mL) was added tetraethyltin (0.56 mL, 2.83 mmol), bis(tri-t-butylphosphine) palladium(0) (0.072 g, 0.141 mmol), and lithium chloride (0.18 g, 4.24 mmol) and the system was heated to 135° C. for 30 minutes in a microwave reactor. The mixture was partitioned between saturated NaHCO3 and EtOAc. The organic phase was washed with brine, dried over Na2SO4, filtered and concentrated. The crude material was purified by gr...